This data is from the Open Reaction Database (ORD), a public repository of structured organic reaction records. The task is: describe an organic reaction: reactants, conditions, products, and yield The reactants are ClC=1C=C(C#N)C=C(C1)OC=1C(NC=CC1C(F)(F)F)=O (3-chloro-5-{[2-oxo-4-(trifluoromethyl)-1,2-dihydropyridin-3-yl]oxy}benzonitrile), C([O-])([O-])=O.[K+].[K+] (potassium carbonate), ClCC(=O)N(C)CC1=C(C=CC=C1)Cl (2-chloro-N-(2-chlorobenzyl)-N-methylacetamide). The solvent is CN(C=O)C (dimethylformamide). Reaction conditions: time 1.5 hour. Yields the product ClC1=C(CN(C(CN2C(C(=C(C=C2)C(F)(F)F)OC2=CC(=CC(=C2)C#N)Cl)=O)=O)C)C=CC=C1 (N-(2-chlorobenzyl)-2-[3-(3-chloro-5-cyanophenoxy)-2-oxo-4-(trifluoromethyl)pyridin-1(2H)-yl]-N-methylacetamide). As a reaction SMILES: [Cl:1][C:2]1[CH:3]=[C:4]([CH:7]=[C:8]([O:10][C:11]2[C:12](=[O:21])[NH:13][CH:14]=[CH:15][C:16]=2[C:17]([F:20])([F:19])[F:18])[CH:9]=1)[C:5]#[N:6].C(=O)([O-])[O-].[K+].[K+].Cl[CH2:29][C:30]([N:32]([CH2:34][C:35]1[CH:40]=[CH:39][CH:38]=[CH:37][C:36]=1[Cl:41])[CH3:33])=[O:31]>CN(C)C=O>[Cl:41][C:36]1[CH:37]=[CH:38][CH:39]=[CH:40][C:35]=1[CH2:34][N:32]([CH3:33])[C:30](=[O:31])[CH2:29][N:13]1[CH:14]=[CH:15][C:16]([C:17]([F:18])([F:19])[F:20])=[C:11]([O:10][C:8]2[CH:7]=[C:4]([C:5]#[N:6])[CH:3]=[C:2]([Cl:1])[CH:9]=2)[C:12]1=[O:21] |f:1.2.3|. Procedure details: To a flask charged with 3-chloro-5-{[2-oxo-4-(trifluoromethyl)-1,2-dihydropyridin-3-yl]oxy}benzonitrile (3C, 0.020 g, 0.064 mmol) and potassium carbonate (0.0088 g, 0.064 mmol) was added 2-chloro-N-(2-chlorobenzyl)-N-methylacetamide in dimethylformamide (0.75 mL). The reaction mixture was allowed to stir at room temperature. After 1.5 hours, the reaction mixture was filtered and the filtrate was purified by preparative HPLC Phenomenex Luna C18 100A 10μ, eluting with 30-95% MeCN/H2O+0.1% TFA. and...